Dataset: the Open Reaction Database (ORD), a public repository of structured organic reaction records. Task: describe an organic reaction: reactants, conditions, products, and yield As a reaction SMILES: [CH3:1]/[CH:2]=[CH:3]/C.[CH3:5]/[CH:6]=[CH:7]\[CH3:8].[CH2:9]=[CH:10][CH2:11][CH3:12].[CH2:13]=[CH:14]C>>[CH3:1][CH2:2][CH3:3].[CH2:5]=[CH:6][CH2:7][CH2:8][CH3:9].[CH2:9]=[CH:10][CH2:11][CH2:12][CH2:13][CH3:14]. Run at temperature 500 celsius. The product is CCC (propane), C=CCCC (pentene), C=CCCCC (hexene). The reactants are C\C=C/C (cis-2-butene), C=CCC (1-butene), C\C=C\C (trans-2-butene), C=CC (propylene). Reported procedure: The disproportionation reaction is carried out by first purging the guard columns and metathesis reactor with an approximately 100 mL/min flow of N2 at atmospheric pressure. The purged reactor and guard columns are then heated to 500° C. with continuing N2 flow for 1 hr. The guard columns and reactors are maintained at 500° C.; then approximately 100 mL/min of H2 gas at atmospheric pressure is added to the N2 purge, and maintained for 2 hrs. The reactor is then cooled to 200° C., and the guard c... Reactants: C1CCOC1, CCOC(=O)Cc1ccc(NC(=O)N2CCc3ccccc32)c(Cl)c1, Cl, [Na+], [OH-]. Product: O=C(O)Cc1ccc(NC(=O)N2CCc3ccccc32)c(Cl)c1. Reaction SMILES: [CH2:28]1[O:29][CH2:30][CH2:31][CH2:32]1.[Cl:1][c:2]1[cH:3][c:4]([CH2:20][C:21](=[O:22])[O:23][CH2:24][CH3:25])[cH:5][cH:6][c:7]1[NH:8][C:9](=[O:10])[N:11]1[CH2:12][CH2:13][c:14]2[cH:15][cH:16][cH:17][cH:18][c:19]21.[ClH:33].[Na+:27].[OH-:26]>>[Cl:1][c:2]1[cH:3][c:4]([CH2:20][C:21](=[O:22])[OH:23])[cH:5][cH:6][c:7]1[NH:8][C:9](=[O:10])[N:11]1[CH2:12][CH2:13][c:14]2[cH:15][cH:16][cH:17][cH:18][c:19]21.